From a dataset of the Open Reaction Database (ORD), a public repository of structured organic reaction records. describe an organic reaction: reactants, conditions, products, and yield Starting materials: N[C@@H]1[C@@H](CCCC1)NC1=NC=C(C(=N1)NC1=CC=C(C=C1)C1=CC=NO1)C(=O)N (2-((1R,2S)-2-aminocyclohexylamino)-4-(4-(isoxazol-5-yl)phenylamino)pyrimidine-5-carboxamide), CC=1SC=C(N1)C=1C=C(N)C=CC1 (3-(2-methylthiazol-4-yl)aniline). Yields the product N[C@@H]1[C@@H](CCCC1)NC1=NC=C(C(=N1)NC1=CC(=CC=C1)C=1N=C(SC1)C)C(=O)N (2-((1R,2S)-2-aminocyclohexylamino)-4-(3-(2-methylthiazol-4-yl)phenylamino) pyrimidine-5-carboxamide). As a reaction SMILES: [NH2:1][C@H:2]1[CH2:7][CH2:6][CH2:5][CH2:4][C@H:3]1[NH:8][C:9]1[N:14]=[C:13](NC2C=CC(C3ON=CC=3)=CC=2)[C:12]([C:27]([NH2:29])=[O:28])=[CH:11][N:10]=1.[CH3:30][C:31]1[S:32][CH:33]=[C:34]([C:36]2[CH:37]=[C:38]([CH:40]=[CH:41][CH:42]=2)[NH2:39])[N:35]=1>>[NH2:1][C@H:2]1[CH2:7][CH2:6][CH2:5][CH2:4][C@H:3]1[NH:8][C:9]1[N:14]=[C:13]([NH:39][C:38]2[CH:40]=[CH:41][CH:42]=[C:36]([C:34]3[N:35]=[C:31]([CH3:30])[S:32][CH:33]=3)[CH:37]=2)[C:12]([C:27]([NH2:29])=[O:28])=[CH:11][N:10]=1. Procedure details: This compound was synthesised using the synthetic scheme described for the synthesis of compound 122, and using 3-(2-methylthiazol-4-yl)aniline in step 1. MS: 424.37 (M+H).